From a dataset of the Open Reaction Database (ORD), a public repository of structured organic reaction records. describe an organic reaction: reactants, conditions, products, and yield Reactants: CCOCc1nc2cnc3ccccc3c2n1CC1(O)CCNCC1, CCOCC, ClCCl, O=C=Nc1ccccc1. Yields the product CCOCc1nc2cnc3ccccc3c2n1CC1(O)CCN(C(=O)Nc2ccccc2)CC1. Reaction SMILES: [CH2:10]([CH3:11])[O:12][CH2:13][c:14]1[n:15]([CH2:27][C:28]2([OH:34])[CH2:29][CH2:30][NH:31][CH2:32][CH2:33]2)[c:16]2[c:17]([cH:18][n:19][c:20]3[cH:21][cH:22][cH:23][cH:24][c:25]23)[n:26]1.[CH3:38][CH2:39][O:40][CH2:41][CH3:42].[Cl:35][CH2:36][Cl:37].[O:1]=[C:2]=[N:3][c:4]1[cH:5][cH:6][cH:7][cH:8][cH:9]1>>[O:1]=[C:2]([NH:3][c:4]1[cH:5][cH:6][cH:7][cH:8][cH:9]1)[N:31]1[CH2:30][CH2:29][C:28]([CH2:27][n:15]2[c:14]([CH2:13][O:12][CH2:10][CH3:11])[n:26][c:17]3[c:16]2[c:25]2[c:20]([n:19][cH:18]3)[cH:21][cH:22][cH:23][cH:24]2)([OH:34])[CH2:33][CH2:32]1. Starting materials: [OH-].[Na+] (NaOH), COC(C1=CC=C(C=C1)C(CC(C)C)OC1=CC(=C(C(=C1)C)C1=CC=C(C=C1)C(C)(C)C)C)=O (4-[1-(4′-tert-Butyl-2,6-dimethyl-biphenyl-4-yloxy)-3-methyl-butyl]-benzoic acid methyl ester), Cl (HCl). The solvent is CO (MeOH). Reaction conditions: time 5 hour. Yields the product C(C)(C)(C)C1=CC=C(C=C1)C1=C(C=C(C=C1C)OC(CC(C)C)C1=CC=C(C(=O)O)C=C1)C (4-[1-(4′-tert-Butyl-2,6-dimethyl-biphenyl-4-yloxy)-3-methyl-butyl]-benzoic acid). The yield is 95.7%. Reaction SMILES: C[O:2][C:3](=[O:34])[C:4]1[CH:9]=[CH:8][C:7]([CH:10]([O:15][C:16]2[CH:21]=[C:20]([CH3:22])[C:19]([C:23]3[CH:28]=[CH:27][C:26]([C:29]([CH3:32])([CH3:31])[CH3:30])=[CH:25][CH:24]=3)=[C:18]([CH3:33])[CH:17]=2)[CH2:11][CH:12]([CH3:14])[CH3:13])=[CH:6][CH:5]=1.[OH-].[Na+].Cl>CO>[C:29]([C:26]1[CH:25]=[CH:24][C:23]([C:19]2[C:18]([CH3:33])=[CH:17][C:16]([O:15][CH:10]([C:7]3[CH:6]=[CH:5][C:4]([C:3]([OH:34])=[O:2])=[CH:9][CH:8]=3)[CH2:11][CH:12]([CH3:14])[CH3:13])=[CH:21][C:20]=2[CH3:22])=[CH:28][CH:27]=1)([CH3:30])([CH3:31])[CH3:32] |f:1.2|. Procedure details: 4-[1-(4′-tert-Butyl-2,6-dimethyl-biphenyl-4-yloxy)-3-methyl-butyl]-benzoic acid methyl ester (2.90 g) is dissolved in MeOH (20 mL) and treated with 5N NaOH (3 mL). The reaction is stirred at room temperature for 5 h, acidified with 5N HCl and extracted with ethyl acetate. The combined organic portion is dried and concentrated to provide 2.69 g of the titled compound. The reactants are C(CC)(=O)C1=CC=CC=C1 (propiophenone), N1CCCC1 (pyrrolidine), B(F)(F)F.CCOCC (boron trifluoride etherate), O (water), 4A. The solvent is C1=CC=CC=C1 (benzene). Product: C1(=CC=CC=C1)C(=CC)N1CCCC1 (1-(1-phenyl-1-propenyl)-pyrrolidine). Yield: 78.9%. Reaction SMILES: [C:1]([C:5]1[CH:10]=[CH:9][CH:8]=[CH:7][CH:6]=1)(=O)[CH2:2][CH3:3].[NH:11]1[CH2:15][CH2:14][CH2:13][CH2:12]1.B(F)(F)F.CCOCC.O>C1C=CC=CC=1>[C:5]1([C:1]([N:11]2[CH2:15][CH2:14][CH2:13][CH2:12]2)=[CH:2][CH3:3])[CH:10]=[CH:9][CH:8]=[CH:7][CH:6]=1 |f:2.3|. Reported procedure: In 50 ml of benzene, 9.38 g of propiophenone, 14.93 g of pyrrolidine and 0.99 g of boron trifluoride etherate were dissolved. The mixture was refluxed for 67 hours using a Cope water separator and molecular sieve 4A as the dehydrating agent. After having distilled out the solvent under a reduced pressure, the residue was subjected to a distillation under a reduced pressure to obtain 10.33 g of the desired enamine (yield: 79%). Reactants: NC1=C(C=CC(=C1)OCCCCCCN(C)CC=C)C(=O)C1=CC=C(C=C1)Br ([2-amino-4-[6-(allyl-methyl-amino)-hexyloxy]-phenyl]-(4-bromo-phenyl)-methanone), CS(=O)(=O)Cl (methanesulphonyl chloride), CN(C)C1=NC=CC=C1 (dimethylaminopyridine). Solvent: C(Cl)Cl (methylene chloride), C(Cl)Cl (methylene chloride). The product is C(C=C)N(CCCCCCOC=1C=CC(=C(C1)NS(=O)(=O)C)C(C1=CC=C(C=C1)Br)=O)C (N-[5-[6-(allyl-methyl-amino)-hexyloxy]-2-(4-bromo-benzoyl)-phenyl]-methanesulphonamide). As a reaction SMILES: [NH2:1][C:2]1[CH:7]=[C:6]([O:8][CH2:9][CH2:10][CH2:11][CH2:12][CH2:13][CH2:14][N:15]([CH2:17][CH:18]=[CH2:19])[CH3:16])[CH:5]=[CH:4][C:3]=1[C:20]([C:22]1[CH:27]=[CH:26][C:25]([Br:28])=[CH:24][CH:23]=1)=[O:21].[CH3:29][S:30](Cl)(=[O:32])=[O:31].CN(C1C=CC=CN=1)C>C(Cl)Cl>[CH2:17]([N:15]([CH3:16])[CH2:14][CH2:13][CH2:12][CH2:11][CH2:10][CH2:9][O:8][C:6]1[CH:5]=[CH:4][C:3]([C:20](=[O:21])[C:22]2[CH:27]=[CH:26][C:25]([Br:28])=[CH:24][CH:23]=2)=[C:2]([NH:1][S:30]([CH3:29])(=[O:32])=[O:31])[CH:7]=1)[CH:18]=[CH2:19]. Procedure details: A solution of 0.9 g of [2-amino-4-[6-(allyl-methyl-amino)-hexyloxy]-phenyl]-(4-bromo-phenyl)-methanone (Ex. 36) is treated in 20 ml of methylene chloride at 0° C. with 0.17 ml of methanesulphonyl chloride in 0.8 ml of methylene chloride and with 24.4 mg of dimethylaminopyridine. The reaction mixture is left to warm to room temperature overnight and concentrated and the residue is taken up in methylene chloride/saturated sodium bicarbonate solution. The organic phase is dried and concentrated. Pu... Starting materials: C1CCOC1, C[Si](C)(C)[N-][Si](C)(C)C, COC=C(C=CC(=O)OC)C(=O)OC, CCOC(C)=O, Nc1c(Cl)cccc1Cl, [Li+]. Product: COC(=O)C=CC(=CNc1c(Cl)cccc1Cl)C(=O)OC. Reaction SMILES: [CH2:34]1[O:35][CH2:36][CH2:37][CH2:38]1.[CH3:10][Si:11]([CH3:12])([CH3:13])[N-:14][Si:15]([CH3:16])([CH3:17])[CH3:18].[CH3:20][O:21][CH:22]=[C:23]([CH:24]=[CH:25][C:26](=[O:27])[O:28][CH3:29])[C:30](=[O:31])[O:32][CH3:33].[CH3:39][CH2:40][O:41][C:42]([CH3:43])=[O:44].[Cl:1][c:2]1[c:3]([NH2:9])[c:4]([Cl:8])[cH:5][cH:6][cH:7]1.[Li+:19]>>[Cl:1][c:2]1[c:3]([NH:9][CH:22]=[C:23]([CH:24]=[CH:25][C:26](=[O:27])[O:28][CH3:29])[C:30](=[O:31])[O:32][CH3:33])[c:4]([Cl:8])[cH:5][cH:6][cH:7]1. Reactants: CN(C)C=O (DMF), BrC1=CC=C2CCC(NC2=C1)=O (7-bromo-3,4-dihydroquinolin-2(1H)-one), CC1(C2=C(C(=CC=C2)P(C3=CC=CC=C3)C4=CC=CC=C4)OC5=C(C=CC=C51)P(C6=CC=CC=C6)C7=CC=CC=C7)C (Xantphos), CN(C)CCN(C)C (TMEDA). Reagents/catalysts: [C-]#N.[Zn+2].[C-]#N (zinc cyanide), C=1C=CC(=CC1)/C=C/C(=O)/C=C/C2=CC=CC=C2.C=1C=CC(=CC1)/C=C/C(=O)/C=C/C2=CC=CC=C2.C=1C=CC(=CC1)/C=C/C(=O)/C=C/C2=CC=CC=C2.[Pd].[Pd] (Pd2(dba)3). Run in C(Cl)(Cl)Cl (CHCl3), CCOC(=O)C (EtOAc). Reaction conditions: temperature 180 celsius, time 5 minute. Yields the product O=C1NC2=CC(=CC=C2CC1)C#N (2-oxo-1,2,3,4-tetrahydroquinoline-7-carbonitrile). RXN SMILES: [CH3:1][N:2](C=O)C.Br[C:7]1[CH:16]=[C:15]2[C:10]([CH2:11][CH2:12][C:13](=[O:17])[NH:14]2)=[CH:9][CH:8]=1.CC1(C)C2C(=C(P(C3C=CC=CC=3)C3C=CC=CC=3)C=CC=2)OC2C(P(C3C=CC=CC=3)C3C=CC=CC=3)=CC=CC1=2.CN(CCN(C)C)C>[C-]#N.[Zn+2].[C-]#N.C1C=CC(/C=C/C(/C=C/C2C=CC=CC=2)=O)=CC=1.C1C=CC(/C=C/C(/C=C/C2C=CC=CC=2)=O)=CC=1.C1C=CC(/C=C/C(/C=C/C2C=CC=CC=2)=O)=CC=1.[Pd].[Pd].CCOC(C)=O.C(Cl)(Cl)Cl>[O:17]=[C:13]1[CH2:12][CH2:11][C:10]2[C:15](=[CH:16][C:7]([C:1]#[N:2])=[CH:8][CH:9]=2)[NH:14]1 |f:4.5.6,7.8.9.10.11|. Reported procedure: To a DMF solution (14.5 mL) of the compound (3.00 g) obtained in Step 1-2, zinc cyanide (1.04 g), Pd2(dba)3 (122 mg), Xantphos (154 mg) and TMEDA (590 μL) were added and the mixture was stirred under microwave irradiation (180° C.) for 5 minutes. To the reaction mixture, CHCl3 was added and the mixture was filtrated by Celite and washed with DMF. The filtrate was concentrated under reduced pressure. The residue was purified by column chromatography (silica gel 60 N, mobile phase: EtOAc/hexane=50... Reactants: O=C([O-])[O-], CCCC#N, [Cs+], [Cs+], [Cu]I, CC(C)n1ncc2cc(I)ccc21, CC(N)C(O)c1ccccc1. Yields the product CC(N)C(Oc1ccc2c(cnn2C(C)C)c1)c1ccccc1. Reaction SMILES: [C:25](=[O:26])([O-:27])[O-:28].[CH3:31][CH2:32][CH2:33][C:34]#[N:35].[Cs+:29].[Cs+:30].[Cu:36][I:37].[I:1][c:2]1[cH:3][c:4]2[cH:5][n:6][n:7]([CH:11]([CH3:12])[CH3:13])[c:8]2[cH:9][cH:10]1.[NH2:14][CH:15]([CH:16]([OH:17])[c:18]1[cH:19][cH:20][cH:21][cH:22][cH:23]1)[CH3:24]>>[c:2]1([O:17][CH:16]([CH:15]([NH2:14])[CH3:24])[c:18]2[cH:19][cH:20][cH:21][cH:22][cH:23]2)[cH:3][c:4]2[cH:5][n:6][n:7]([CH:11]([CH3:12])[CH3:13])[c:8]2[cH:9][cH:10]1.